This data is from the Open Reaction Database (ORD), a public repository of structured organic reaction records. The task is: describe an organic reaction: reactants, conditions, products, and yield The reactants are C(\C=C\C(=O)O)(=O)O (fumaric acid), FC=1C(=CN(C1C=1C(=NC=CC1)F)S(=O)(=O)C1=NC=CC(=C1)C)CNC (1-{4-fluoro-5-(2-fluoropyridin-3-yl)-1-[(4-methylpyridin-2-yl)sulfonyl]-1H-pyrrol-3-yl}-N-methylmethanamine). The solvent is C(C)O (ethanol), C(C)(=O)OCC (ethyl acetate). Product: C(\C=C\C(=O)O)(=O)O.FC=1C(=CN(C1C=1C(=NC=CC1)F)S(=O)(=O)C1=NC=CC(=C1)C)CNC (1-{4-Fluoro-5-(2-fluoropyridin-3-yl)-1-[(4-methylpyridin-2-yl) sulfonyl]-1H-pyrrol-3-yl}-N-methylmethanamine fumarate). Isolated yield 90.7%. Reaction SMILES: [C:1]([OH:8])(=[O:7])/[CH:2]=[CH:3]/[C:4]([OH:6])=[O:5].[F:9][C:10]1[C:11]([CH2:32][NH:33][CH3:34])=[CH:12][N:13]([S:22]([C:25]2[CH:30]=[C:29]([CH3:31])[CH:28]=[CH:27][N:26]=2)(=[O:24])=[O:23])[C:14]=1[C:15]1[C:16]([F:21])=[N:17][CH:18]=[CH:19][CH:20]=1>C(O)C.C(OCC)(=O)C>[C:1]([OH:8])(=[O:7])/[CH:2]=[CH:3]/[C:4]([OH:6])=[O:5].[F:9][C:10]1[C:11]([CH2:32][NH:33][CH3:34])=[CH:12][N:13]([S:22]([C:25]2[CH:30]=[C:29]([CH3:31])[CH:28]=[CH:27][N:26]=2)(=[O:24])=[O:23])[C:14]=1[C:15]1[C:16]([F:21])=[N:17][CH:18]=[CH:19][CH:20]=1 |f:4.5|. Procedure: To a solution of fumaric acid (58 mg) in ethanol (2 mL) was added a solution of 1-{4-fluoro-5-(2-fluoropyridin-3-yl)-1-[(4-methylpyridin-2-yl)sulfonyl]-1H-pyrrol-3-yl}-N-methylmethanamine (189 mg) in ethyl acetate (2 mL), and the mixture was concentrated under reduced pressure. The residue was recrystallized from ethanol to give the title compound as a white solid (yield 224 mg, 91%). The reactants are N1=C(C=CC=C1)/C=C/C(=O)OC ((E)-Methyl 3-(2-Pyridinyl)propenoate). The reagents and catalysts are [Pd] (Pd-C). The solvent is CO (CH3OH). Product: EtOAc hexanes, N1=C(C=CC=C1)CCC(=O)OC (Methyl 3-(2-Pyridinyl)propionate). Isolated yield 97.0%. As a reaction SMILES: [N:1]1[CH:6]=[CH:5][CH:4]=[CH:3][C:2]=1/[CH:7]=[CH:8]/[C:9]([O:11][CH3:12])=[O:10]>CO.[Pd]>[N:1]1[CH:6]=[CH:5][CH:4]=[CH:3][C:2]=1[CH2:7][CH2:8][C:9]([O:11][CH3:12])=[O:10]. Procedure: A solution of 11b (2.0 g, 12.3 mmol) in 41 mL dry CH3OH was treated with 10% Pd-C (100.0 mg, 5 wt %) at room temperature under a hydrogen atmosphere (balloon) (10 h). The reaction mixture was then filtered through a Celite plug, washed with EtOAc (150 mL), and concentrated in vacuo. SGC chromatotron (SiO2, 4 mm, 15-50% EtOAc/hexanes) afforded 12b (1.97 g, 2.03 g theoretical, 97%). For 12b: -1H NMR (CDCl3, 250 MHz) d 8.39 (d, 1H, J=2.1 Hz, Pyr C6-H), 7.46 (m, 1H, Pyr C4-H), 6.90-7.15 (br m, 2H, J...